Dataset: the Open Reaction Database (ORD), a public repository of structured organic reaction records. Task: describe an organic reaction: reactants, conditions, products, and yield Starting materials: C=CCI, O=c1ccc2ncc(F)cc2[nH]1, [H-], [Na+], CN(C)C=O, O. Yields the product C=CCn1c(=O)ccc2ncc(F)cc21. RXN SMILES: [CH2:15]([CH:16]=[CH2:17])[I:18].[F:1][c:2]1[cH:3][n:4][c:5]2[cH:6][cH:7][c:8](=[O:12])[nH:9][c:10]2[cH:11]1.[H-:13].[Na+:14].[O:20]=[CH:21][N:22]([CH3:23])[CH3:24].[OH2:19]>>[F:1][c:2]1[cH:3][n:4][c:5]2[cH:6][cH:7][c:8](=[O:12])[n:9]([CH2:17][CH:16]=[CH2:15])[c:10]2[cH:11]1. Product: COc1ccc(CC(CCC(=O)CCc2ccccc2)[N+](=O)[O-])cc1OC. Reactants: COc1ccc(CC[N+](=O)[O-])cc1OC, O=C(CCI)CCc1ccccc1, C1CCOC1. Reaction SMILES: [CH3:1][O:2][c:3]1[cH:4][c:5]([CH2:11][CH2:12][N+:13](=[O:14])[O-:15])[cH:6][cH:7][c:8]1[O:9][CH3:10].[I:16][CH2:17][CH2:18][C:19]([CH2:20][CH2:21][c:22]1[cH:23][cH:24][cH:25][cH:26][cH:27]1)=[O:28].[O:29]1[CH2:30][CH2:31][CH2:32][CH2:33]1>>[CH3:1][O:2][c:3]1[cH:4][c:5]([CH2:11][CH:12]([N+:13](=[O:14])[O-:15])[CH2:17][CH2:18][C:19]([CH2:20][CH2:21][c:22]2[cH:23][cH:24][cH:25][cH:26][cH:27]2)=[O:28])[cH:6][cH:7][c:8]1[O:9][CH3:10]. The reactants are CN1CCN(c2cccc3cc(Br)cnc23)CC1, O=C([O-])O, CN(C)C=O, ClCCl, [Cu]I, CN1CCN(c2cccc3cc(I)cnc23)CC1, [Na+], [Na], O=S(O)c1ccccc1. Yields the product CN1CCN(c2cccc3cc(S(=O)(=O)c4ccccc4)cnc23)CC1. Reaction SMILES: [Br:19][c:20]1[cH:21][n:22][c:23]2[c:24]([cH:25]1)[cH:26][cH:27][cH:28][c:29]2[N:30]1[CH2:31][CH2:32][N:33]([CH3:34])[CH2:35][CH2:36]1.[C:47](=[O:48])([O-:49])[OH:50].[CH3:52][N:53]([CH3:54])[CH:55]=[O:56].[Cl:59][CH2:60][Cl:61].[Cu:57][I:58].[I:1][c:2]1[cH:3][n:4][c:5]2[c:6]([N:12]3[CH2:13][CH2:14][N:15]([CH3:18])[CH2:16][CH2:17]3)[cH:7][cH:8][cH:9][c:10]2[cH:11]1.[Na+:51].[Na:37].[c:38]1([S:44](=[O:45])[OH:46])[cH:39][cH:40][cH:41][cH:42][cH:43]1>>[c:2]1([S:44]([c:38]2[cH:39][cH:40][cH:41][cH:42][cH:43]2)(=[O:45])=[O:46])[cH:3][n:4][c:5]2[c:6]([N:12]3[CH2:13][CH2:14][N:15]([CH3:18])[CH2:16][CH2:17]3)[cH:7][cH:8][cH:9][c:10]2[cH:11]1.